This data is from the Open Reaction Database (ORD), a public repository of structured organic reaction records. The task is: describe an organic reaction: reactants, conditions, products, and yield Reactants: ClCCS(=O)(=O)C1=CC=C(C=C1)O (4-(2-chloro-ethanesulfonyl)-phenol), CC1=CC=C(CC2C(CNCC2)O)C=C1 ((3SR,4SR)-4-(4-methyl-benzyl)-piperidin-3-ol). Yields the product OC1=CC=C(C=C1)S(=O)(=O)CCN1CC(C(CC1)CC1=CC=C(C=C1)C)O ((3SR,4SR)-1-[2-(4-Hydroxy-benzenesulfonyl)-ethyl]-4-(4-methyl-benzyl)-piperidin-3-ol). Isolated yield 30.0%. Reaction SMILES: Cl[CH2:2][CH2:3][S:4]([C:7]1[CH:12]=[CH:11][C:10]([OH:13])=[CH:9][CH:8]=1)(=[O:6])=[O:5].[CH3:14][C:15]1[CH:28]=[CH:27][C:18]([CH2:19][CH:20]2[CH2:25][CH2:24][NH:23][CH2:22][CH:21]2[OH:26])=[CH:17][CH:16]=1>>[OH:13][C:10]1[CH:11]=[CH:12][C:7]([S:4]([CH2:3][CH2:2][N:23]2[CH2:24][CH2:25][CH:20]([CH2:19][C:18]3[CH:27]=[CH:28][C:15]([CH3:14])=[CH:16][CH:17]=3)[CH:21]([OH:26])[CH2:22]2)(=[O:6])=[O:5])=[CH:8][CH:9]=1. Procedure: The title compound was prepared from 4-(2-chloro-ethanesulfonyl)-phenol and (3SR,4SR)-4-(4-methyl-benzyl)-piperidin-3-ol in 30% yield as a white solid. Reactants: CC1(C(C(C(C=2C1C1C(=C3C=4C=CC=CC4CC23)C=CCC1)(C)C)(C)C)(C)C)C (octamethyloctahydrodibenzofluorene), ClC1=CC=C(C=C1)C(=C1C=CC=C1)C1=CC=C(C=C1)Cl (6,6-di{p-chlorophenyl}fulvene), CN1C(N(CC1)C)=O (1,3-dimethyl-2-imidazolidinone), C(CCC)[Li] (n-butyllithium). The solvent is O1CCCC1 (tetrahydrofuran), O1CCCC1 (tetrahydrofuran), CCCCCC (hexane). Conditions: temperature 0 celsius. Product: ClC1=CC=C(C=C1)C(C1(C(C(C(C2(C3C(=C4C=5C=CC=CC5CC4=C21)C=CCC3)C)(C)C)(C)C)(C)C)C)(C3C=CC=C3)C3=CC=C(C=C3)Cl (di(p-chlorophenyl)cyclopentadienyl(octamethyloctahydrodibenzofluorenyl)methane). RXN SMILES: [CH3:1][C:2]1([CH3:29])[CH:7]2[CH:8]3[CH2:22][CH2:21][CH:20]=[CH:19][C:9]3=[C:10]3[C:18]([CH2:17][C:16]4[CH:15]=[CH:14][CH:13]=[CH:12][C:11]3=4)=[C:6]2[C:5](C)([CH3:23])[C:4]([CH3:26])([CH3:25])[C:3]1([CH3:28])[CH3:27].[CH2:30]([Li])CCC.CN1CCN(C)C1=O.[Cl:43][C:44]1[CH:49]=[CH:48][C:47]([C:50]([C:56]2[CH:61]=[CH:60][C:59]([Cl:62])=[CH:58][CH:57]=2)=[C:51]2[CH:55]=[CH:54][CH:53]=[CH:52]2)=[CH:46][CH:45]=1>O1CCCC1.CCCCCC>[Cl:43][C:44]1[CH:45]=[CH:46][C:47]([C:50]([C:56]2[CH:57]=[CH:58][C:59]([Cl:62])=[CH:60][CH:61]=2)([CH:51]2[CH:52]=[CH:53][CH:54]=[CH:55]2)[C:7]2([CH3:30])[C:6]3[C:5]([CH3:23])([CH:12]4[CH2:13][CH2:14][CH:15]=[CH:16][C:11]4=[C:10]4[C:18]=3[CH2:17][C:19]3[CH:20]=[CH:21][CH:22]=[CH:8][C:9]4=3)[C:4]([CH3:26])([CH3:25])[C:3]([CH3:28])([CH3:27])[C:2]2([CH3:1])[CH3:29])=[CH:48][CH:49]=1. Reported procedure: A reaction vessel equipped with a dropping funnel was charged with 40 ml of dehydrated tetrahydrofuran and 2.35 g (6.08 mmol) of octamethyloctahydrodibenzofluorene synthesized in Synthesis Example 2-1 under a nitrogen atmosphere. Then, 4.62 ml (7.30 mmol) of a 1.58 mol/L hexane solution of n-butyllithium was slowly added dropwise and while cooling this solution to 0° C., and the mixture was stirred. Then, 0.86 ml (7.90 mmol) of 1,3-dimethyl-2-imidazolidinone was added to the solution and the mix... Reactants: C(C)(=O)C(CC=C)NC(C(C)C)=O (N-(1-acetyl-but-3-enyl)-isobutyramide), ice NaHCO3, FC(C(=O)O)(F)F (trifluoroacetic acid), FC(C(=O)OC(C(F)(F)F)=O)(F)F (trifluoroacetic anhydride). Conditions: time 3 hour. Yields the product C(C=C)C=1N=C(OC1C)C(C)C (4-Allyl-2-isopropyl-5-methyl-oxazole). The yield is 70.6%. Reaction SMILES: [C:1]([CH:4]([NH:8][C:9](=[O:13])[CH:10]([CH3:12])[CH3:11])[CH2:5][CH:6]=[CH2:7])(=O)[CH3:2].FC(F)(F)C(O)=O.FC(F)(F)C(OC(=O)C(F)(F)F)=O>>[CH2:5]([C:4]1[N:8]=[C:9]([CH:10]([CH3:11])[CH3:12])[O:13][C:1]=1[CH3:2])[CH:6]=[CH2:7]. Procedure details: 6.63 g of the above prepared N-(1-acetyl-but-3-enyl)-isobutyramide(33.61 mmol) were treated with 37 ml of trifluoroacetic acid (483 mmol) and 28.03 ml of trifluoroacetic anhydride (6 eq.) and kept for 3 h at 40°, when TLC indicated the disappearance of starting material. The reaction mixture was then poured onto crashed ice/NaHCO3, the aqueous layer (pH ˜8) extracted twice with AcOEt, washed with water and brine, dried over magnesium sulfate, and evaporated to dryness. Flash chromatography (SiO2... Reactants: Cl.C(C)OC(C[C@@H](CCCC1=CC=NC=C1)C(N[C@@H]1C(NCCOCCN2C3=CC=CC=C3C(C1)=C2)=O)=O)=O ((3R,9S)-Ethyl-3-(8-oxo-4-oxa-1,7-diaza-tricyclo[9.6.1.012,17 ]octadeca-11(18),12,14,16-tetraen-9-ylcarbamoyl)-6-pyridin-4-yl-hexanoate hydrochloride salt). Run in C(Cl)Cl (CH2Cl2). Yields the product C(C)OC(C[C@@H](CCCC1=CC=NC=C1)C(N[C@@H]1C(NCCOCCN2C3=CC=CC=C3C(C1)=C2)=O)=O)=O ((3R,9S)-ethyl-3-(8-oxo-4-oxa-1,7-diaza-tricyclo[9.6.1.012,17 ]octadeca-11(18),12,14,16-tetraen-9-ylcarbamoyl)-6-pyridin-4-yl-hexanoate). RXN SMILES: Cl.[CH2:2]([O:4][C:5](=[O:39])[CH2:6][C@H:7]([C:17](=[O:38])[NH:18][C@H:19]1[CH2:35][C:34]2=[CH:36][N:27]([C:28]3[C:33]2=[CH:32][CH:31]=[CH:30][CH:29]=3)[CH2:26][CH2:25][O:24][CH2:23][CH2:22][NH:21][C:20]1=[O:37])[CH2:8][CH2:9][CH2:10][C:11]1[CH:16]=[CH:15][N:14]=[CH:13][CH:12]=1)[CH3:3]>C(Cl)Cl>[CH2:2]([O:4][C:5](=[O:39])[CH2:6][C@H:7]([C:17](=[O:38])[NH:18][C@H:19]1[CH2:35][C:34]2=[CH:36][N:27]([C:28]3[C:33]2=[CH:32][CH:31]=[CH:30][CH:29]=3)[CH2:26][CH2:25][O:24][CH2:23][CH2:22][NH:21][C:20]1=[O:37])[CH2:8][CH2:9][CH2:10][C:11]1[CH:16]=[CH:15][N:14]=[CH:13][CH:12]=1)[CH3:3] |f:0.1|. Procedure: (3R,9S)-Ethyl-3-(8-oxo-4-oxa-1,7-diaza-tricyclo[9.6.1.012,17 ]octadeca-11(18),12,14,16-tetraen-9-ylcarbamoyl)-6-pyridin-4-yl-hexanoate hydrochloride salt was stirred in CH2Cl2 /saturated Na2 CO3 for 10 minutes. The organic layer was separated, dried, and evaporated. The crude product was crystallized from CH2Cl2 /hexanes to give (3R,9S)-ethyl-3-(8-oxo-4-oxa-1,7-diaza-tricyclo[9.6.1.012,17 ]octadeca-11(18),12,14,16-tetraen-9-ylcarbamoyl)-6-pyridin-4-yl-hexanoate, melting point 203°-205° C. The reactants are O (water), N1=CC=CC=C1 (pyridine), C(C)(=O)OC(C)=O (acetic anhydride), NC1CCC2=C(NC=3C=CC=C1C23)C2=CC=CC=C2 (5-amino-2-phenyl-1,3,4,5-tetrahydrobenz[cd]indole). The solvent is C(Cl)Cl (methylene chloride). Run at time 20 minute. Yields the product C(C)(=O)NC1CCC2=C(NC=3C=CC=C1C23)C2=CC=CC=C2 (5-(N-acetylamino)-2-phenyl-1,3,4,5-tetrahydrobenz[cd]indole). Isolated yield 61.1%. RXN SMILES: [NH2:1][CH:2]1[C:12]2[C:13]3[C:5](=[C:6]([C:14]4[CH:19]=[CH:18][CH:17]=[CH:16][CH:15]=4)[NH:7][C:8]=3[CH:9]=[CH:10][CH:11]=2)[CH2:4][CH2:3]1.N1C=CC=CC=1.[C:26](OC(=O)C)(=[O:28])[CH3:27].O>C(Cl)Cl>[C:26]([NH:1][CH:2]1[C:12]2[C:13]3[C:5](=[C:6]([C:14]4[CH:19]=[CH:18][CH:17]=[CH:16][CH:15]=4)[NH:7][C:8]=3[CH:9]=[CH:10][CH:11]=2)[CH2:4][CH2:3]1)(=[O:28])[CH3:27]. Reported procedure: A portion (70 mg) of the compound obtained in Example 81 was dissolved in anhydrous methylene chloride (10 ml) and to the solution were added pyridine (22 mg) and acetic anhydride (29 mg). The mixture was stirred for 20 minutes at room temperature. To the reaction mixture was added water, followed by extraction with methylene chloride. The organic layer was washed with water and saturated aqueous solution of sodium chloride and dried over anhydrous sodium sulfate. Then, the solvent was distilled...